Dataset: the Open Reaction Database (ORD), a public repository of structured organic reaction records. Task: describe an organic reaction: reactants, conditions, products, and yield Reactants: CCO, Cl, N#Cc1ccc(F)cc1. Product: Cl, N=C(O)c1ccc(F)cc1. Reaction SMILES: [CH3:11][CH2:12][OH:13].[ClH:10].[F:1][c:2]1[cH:3][cH:4][c:5]([C:6]#[N:7])[cH:8][cH:9]1>>[ClH:10].[F:1][c:2]1[cH:3][cH:4][c:5]([C:6](=[NH:7])[OH:13])[cH:8][cH:9]1.